This data is from the Open Reaction Database (ORD), a public repository of structured organic reaction records. The task is: describe an organic reaction: reactants, conditions, products, and yield Reactants: CCC(NC(Cc1ccc2c(c1)OCC(c1ccc(OCc3ccc(Cl)c(Cl)c3)cc1)O2)C(=O)OC)c1ccccc1, CCOC(C)=O, C1COCCO1, O=C(O)C(F)(F)F. Yields the product CCC(c1ccccc1)N1Cc2cc3c(cc2CC1C(=O)OC)OCC(c1ccc(OCc2ccc(Cl)c(Cl)c2)cc1)O3. As a reaction SMILES: [CH3:1][O:2][C:3]([CH:4]([CH2:5][c:6]1[cH:7][c:8]2[c:9]([cH:30][cH:31]1)[O:10][CH:11]([c:14]1[cH:15][cH:16][c:17]([O:20][CH2:21][c:22]3[cH:23][c:24]([Cl:29])[c:25]([Cl:28])[cH:26][cH:27]3)[cH:18][cH:19]1)[CH2:12][O:13]2)[NH:32][CH:33]([CH2:34][CH3:35])[c:36]1[cH:37][cH:38][cH:39][cH:40][cH:41]1)=[O:42].[CH3:56][CH2:57][O:58][C:59]([CH3:60])=[O:61].[O:50]1[CH2:51][CH2:52][O:53][CH2:54][CH2:55]1.[OH:43][C:44]([C:45]([F:46])([F:47])[F:48])=[O:49]>>[CH3:1][O:2][C:3]([CH:4]1[CH2:5][c:6]2[cH:7][c:8]3[c:9]([cH:30][c:31]2[CH2:44][N:32]1[CH:33]([CH2:34][CH3:35])[c:36]1[cH:37][cH:38][cH:39][cH:40][cH:41]1)[O:10][CH:11]([c:14]1[cH:15][cH:16][c:17]([O:20][CH2:21][c:22]2[cH:23][c:24]([Cl:29])[c:25]([Cl:28])[cH:26][cH:27]2)[cH:18][cH:19]1)[CH2:12][O:13]3)=[O:42]. Reaction SMILES: [CH2:22]([c:23]1[cH:24][cH:25][cH:26][cH:27][cH:28]1)[N:29]1[CH2:30][CH:31]([O:34][S:35]([c:36]2[cH:37][cH:38][c:39]([CH3:40])[cH:41][cH:42]2)(=[O:43])=[O:44])[CH2:32][CH2:33]1.[CH2:45]1[O:46][CH2:47][CH2:48][CH2:49]1.[CH3:16][C:17]([CH3:18])([O-:19])[CH3:20].[K+:21].[c:1]1([CH:7]([C:8]#[N:9])[c:10]2[cH:11][cH:12][cH:13][cH:14][cH:15]2)[cH:2][cH:3][cH:4][cH:5][cH:6]1>>[c:1]1([C:7]([C:8]#[N:9])([c:10]2[cH:11][cH:12][cH:13][cH:14][cH:15]2)[CH:31]2[CH2:30][N:29]([CH2:22][c:23]3[cH:24][cH:25][cH:26][cH:27][cH:28]3)[CH2:33][CH2:32]2)[cH:2][cH:3][cH:4][cH:5][cH:6]1. The reactants are Cc1ccc(S(=O)(=O)OC2CCN(Cc3ccccc3)C2)cc1, C1CCOC1, CC(C)(C)[O-], [K+], N#CC(c1ccccc1)c1ccccc1. Product: N#CC(c1ccccc1)(c1ccccc1)C1CCN(Cc2ccccc2)C1. Reported procedure: The title compound was prepared from 4-chlorophenol and epichlorohydrin employing the procedures as set forth in Step 1 of Example 2. RXN SMILES: [Cl:1][C:2]1[CH:7]=[CH:6][C:5]([OH:8])=[CH:4][CH:3]=1.[CH2:9]([CH:11]1[O:13][CH2:12]1)Cl>>[Cl:1][C:2]1[CH:7]=[CH:6][C:5]([O:8][CH2:9][CH:11]2[CH2:12][O:13]2)=[CH:4][CH:3]=1. Product: ClC1=CC=C(OCC2OC2)C=C1 (2-(4-Chloro-phenoxymethyl)-oxirane). Starting materials: ClC1=CC=C(C=C1)O (4-chlorophenol), C(Cl)C1CO1 (epichlorohydrin). Reaction SMILES: [OH-].[Li+].[C:3]([O:7][C:8]([NH:10][C:11]1([CH3:20])[CH2:15][CH2:14][CH2:13][CH:12]1[C:16]([O:18]C)=[O:17])=[O:9])([CH3:6])([CH3:5])[CH3:4]>C1COCC1.O>[C:3]([O:7][C:8]([NH:10][C:11]1([CH3:20])[CH2:15][CH2:14][CH2:13][CH:12]1[C:16]([OH:18])=[O:17])=[O:9])([CH3:6])([CH3:4])[CH3:5] |f:0.1|. Reactants: [OH-].[Li+] (Lithium hydroxide), C(C)(C)(C)OC(=O)NC1(C(CCC1)C(=O)OC)C (methyl 2-{ [(tert-butoxy)carbonyl]amino}-2-methylcyclopentane-1-carboxylate). Run at temperature 50 celsius, time 18 hour. Yields the product C(C)(C)(C)OC(=O)NC1(C(CCC1)C(=O)O)C (2-{[(tert-Butoxy)carbonyl]amino}-2-methylcyclopentane-1-carboxylic acid). Reported procedure: Lithium hydroxide (23.50 g, 981 mmol) was added to a solution of methyl 2-{ [(tert-butoxy)carbonyl]amino}-2-methylcyclopentane-1-carboxylate (50.51 g, 196 mmol) in THF (300 ml) and water (150 ml). The reaction was heated at 50° C. for 18 hours and then to 60° C. for 18 hours. The reaction was concentrated in vacuo and then acidified to pH 7 with concentrated HCl and then to pH 3 with 2 M HCl (aq). The organics were extracted with ethyl acetate (3×300 ml) and the combined organics were washed wit... The solvent is C1CCOC1 (THF), O (water). Reactants: [N+](=O)([O-])C1=CC=C(C=C1)N1CCC(CC1)O (1-(4-nitrophenyl)-4-hydroxypiperidine). The reagents and catalysts are [Pd].[C] (Pd carbon). The solvent is CO (methanol). Product: NC1=CC=C(C=C1)N1CCC(CC1)O (1-(4-aminophenyl)-4-hydroxypiperidine). Isolated yield 92.5%. RXN SMILES: [N+:1]([C:4]1[CH:9]=[CH:8][C:7]([N:10]2[CH2:15][CH2:14][CH:13]([OH:16])[CH2:12][CH2:11]2)=[CH:6][CH:5]=1)([O-])=O>CO.[Pd].[C]>[NH2:1][C:4]1[CH:9]=[CH:8][C:7]([N:10]2[CH2:11][CH2:12][CH:13]([OH:16])[CH2:14][CH2:15]2)=[CH:6][CH:5]=1 |f:2.3|. Reported procedure: 1.0 g (4.5 mmol) of 1-(4-nitrophenyl)-4-hydroxypiperidine are hydrogenated in a conventional manner with Pd/carbon in methanol. 0.8 g of 1-(4-aminophenyl)-4-hydroxypiperidine is obtained. Melting point 176° C. The reactants are CI, CC(C)=O, CC#CC(CC(=O)O)c1ccc(O)cc1. The product is CC#CC(CC(=O)OC)c1ccc(O)cc1. Reaction SMILES: [CH3:16][I:17].[CH3:18][C:19](=[O:20])[CH3:21].[OH:1][c:2]1[cH:3][cH:4][c:5]([CH:8]([CH2:9][C:10](=[O:11])[OH:12])[C:13]#[C:14][CH3:15])[cH:6][cH:7]1>>[OH:1][c:2]1[cH:3][cH:4][c:5]([CH:8]([CH2:9][C:10]([O:11][CH3:16])=[O:12])[C:13]#[C:14][CH3:15])[cH:6][cH:7]1. Product: CCn1c(C)nc(N2CCc3nc(N)sc3CC2)c([N+](=O)[O-])c1=O. The reactants are O=C([O-])[O-], CCI, CN(C)C=O, [K+], [K+], Cc1nc(N2CCc3nc(N)sc3CC2)c([N+](=O)[O-])c(=O)[nH]1. As a reaction SMILES: [C:26](=[O:27])([O-:28])[O-:29].[CH2:23]([CH3:24])[I:25].[CH3:32][N:33]([CH3:34])[CH:35]=[O:36].[K+:30].[K+:31].[NH2:1][c:2]1[s:3][c:4]2[c:5]([n:22]1)[CH2:6][CH2:7][N:8]([c:11]1[c:12]([N+:19](=[O:20])[O-:21])[c:13](=[O:18])[nH:14][c:15]([CH3:17])[n:16]1)[CH2:9][CH2:10]2>>[NH2:1][c:2]1[s:3][c:4]2[c:5]([n:22]1)[CH2:6][CH2:7][N:8]([c:11]1[c:12]([N+:19](=[O:20])[O-:21])[c:13](=[O:18])[n:14]([CH2:23][CH3:24])[c:15]([CH3:17])[n:16]1)[CH2:9][CH2:10]2.